Dataset: the Open Reaction Database (ORD), a public repository of structured organic reaction records. Task: describe an organic reaction: reactants, conditions, products, and yield Reactants: ClC=1C2=C(N=CN1)NC=C2 (4-chloro-7H-pyrrolo[2,3-d]pyrimidine), [Br-].C1(CCCC1)[Zn+] (cyclopentylzinc bromide), O1CCOCC1 (1,4-dioxane). Reagents/catalysts: Cl[Ni]1([P](CCC[P](C2=CC=CC=C2)1C3=CC=CC=C3)(C4=CC=CC=C4)C5=CC=CC=C5)Cl ([1,3-bis(diphenylphosphino)propane]nickel(II) chloride). Run in CO (Methanol). Run at temperature 110 celsius. Yields the product C1(CCCC1)C=1C2=C(N=CN1)NC=C2 (4-cyclopentyl-7H-pyrrolo[2,3-d]pyrimidine). Yield: 16.4%. Reaction SMILES: Cl[C:2]1[C:3]2[CH:10]=[CH:9][NH:8][C:4]=2[N:5]=[CH:6][N:7]=1.[Br-].[CH:12]1([Zn+])[CH2:16][CH2:15][CH2:14][CH2:13]1.O1CCOCC1>Cl[Ni]1(Cl)[P](C2C=CC=CC=2)(C2C=CC=CC=2)CCC[P]1(C1C=CC=CC=1)C1C=CC=CC=1.CO>[CH:12]1([C:2]2[C:3]3[CH:10]=[CH:9][NH:8][C:4]=3[N:5]=[CH:6][N:7]=2)[CH2:16][CH2:15][CH2:14][CH2:13]1 |f:1.2,^1:26,42|. Procedure details: 4-chloro-7H-pyrrolo[2,3-d]pyrimidine (1, 0.503 g, 3.28 mmol), cyclopentylzinc bromide (47, 29.5 mL, 0.500 M in tetrahydrofuran, 14.7 mmol), [1,3-bis(diphenylphosphino)propane]nickel(II) chloride (0.178 g, 0.328 mmol) and 9.3 mL of 1,4-dioxane were combined. The reaction mixture was heated at 110° C. overnight. Methanol was added and the reaction was concentrated under vacuum. Ethyl acetate and water were added to the residue, filtered through a bed of celite, and the celite washed with ethyl ace... Starting materials: C1(CC1)N1C=C(C(C2=CC(=CC=C12)I)=O)C(=O)OCC (ethyl 1-cyclopropyl-6-iodo-4-oxo-1,4-dihydro-3-quinolinecarboxylate), ClCCl (dichloromethane), 19, ClC1=CC=C(CN)C=C1 (p-chlorobenzylamine), Cl (hydrochloric acid). The solvent is CO (methanol). Run at temperature 180 celsius. The product is ClC1=CC=C(CNC(=O)C2=CN(C3=CC=C(C=C3C2=O)I)C2CC2)C=C1 (N-(4-Chlorobenzyl)-1-cyclopropyl-6-iodo-4-oxo-1,4-dihydro-3-quinolinecarboxamide). RXN SMILES: [CH:1]1([N:4]2[C:13]3[C:8](=[CH:9][C:10]([I:14])=[CH:11][CH:12]=3)[C:7](=[O:15])[C:6]([C:16]([O:18]CC)=O)=[CH:5]2)[CH2:3][CH2:2]1.[Cl:21][C:22]1[CH:29]=[CH:28][C:25]([CH2:26][NH2:27])=[CH:24][CH:23]=1.ClCCl.Cl>CO>[Cl:21][C:22]1[CH:29]=[CH:28][C:25]([CH2:26][NH:27][C:16]([C:6]2[C:7](=[O:15])[C:8]3[C:13](=[CH:12][CH:11]=[C:10]([I:14])[CH:9]=3)[N:4]([CH:1]3[CH2:2][CH2:3]3)[CH:5]=2)=[O:18])=[CH:24][CH:23]=1. Procedure details: To a flask containing ethyl 1-cyclopropyl-6-iodo-4-oxo-1,4-dihydro-3-quinolinecarboxylate from Preparation No. 19 (0.19 g) is added p-chlorobenzylamine (1.0 mL). The reaction is tightly capped and heated to 180° C. for 1 hour. The reaction is cooled to room temperature and partioned between dichloromethane containing methanol and dilute hydrochloric acid. The aqueous layer is extracted with dichloromethane and the combined organic layers are washed with brine, dried and concentarted under reduce... Reactants: N1=C(C=CC=C1)C#CC=1C=C(C=C2C=C(C(OC12)C(F)(F)F)C(=O)O)OC(F)(F)F (8-(pyridin-2-ylethynyl)-6-(trifluoromethoxy)-2-(trifluoromethyl)-2H-chromene-3-carboxylic acid). Reagents/catalysts: [Pd] (Pd/C). Solvent: CC(=O)O (HOAc). Reaction conditions: time 2.5 hour. The product is N1=C(C=CC=C1)CCC=1C=C(C=C2C=C(C(OC12)C(F)(F)F)C(=O)O)OC(F)(F)F (8-(2-pyridi n-2-ylethyl)-6-(trifl uoro methoxy)-2-(trifl uoro methyl)-2H-c hro men e-3-carboxylic acid). Isolated yield 53.0%. Reaction SMILES: [N:1]1[CH:6]=[CH:5][CH:4]=[CH:3][C:2]=1[C:7]#[C:8][C:9]1[CH:10]=[C:11]([O:26][C:27]([F:30])([F:29])[F:28])[CH:12]=[C:13]2[C:18]=1[O:17][CH:16]([C:19]([F:22])([F:21])[F:20])[C:15]([C:23]([OH:25])=[O:24])=[CH:14]2>CC(O)=O.[Pd]>[N:1]1[CH:6]=[CH:5][CH:4]=[CH:3][C:2]=1[CH2:7][CH2:8][C:9]1[CH:10]=[C:11]([O:26][C:27]([F:30])([F:28])[F:29])[CH:12]=[C:13]2[C:18]=1[O:17][CH:16]([C:19]([F:22])([F:21])[F:20])[C:15]([C:23]([OH:25])=[O:24])=[CH:14]2. Procedure details: A mixture of 8-(pyridin-2-ylethynyl)-6-(trifluoromethoxy)-2-(trifluoromethyl)-2H-chromene-3-carboxylic acid prepared as in Example 621j, Step 2 (684 mg, 1.59 mmole) and 10% Pd/C (100 mg) in glacial HOAc (20 mL) was hydrogenated at 20 psi for 2.5 h. The catalyst was filtrated, the solvent was removed in vacuo and the remaining HOAc was removed by azeotroping with hexanes to give the crude product as a tan solid. The solid was triturated with acetonitrile to give 362 mg (53% yield) of the product ... The reactants are C(C)(C)(C)OC(=O)NC(=NCCCN1CCCC1)N(CC1=CC=C(C=C1)Cl)C(=O)OC(C)(C)C (N,N′-Bis(tert-butoxycarbonyl)-N′-(4-chlorobenzyl)-N″-(3-pyrrolidin-1-yl-propyl)-guanidine), Cl (hydrogen chloride). Run in O1CCOCC1 (1,4-dioxan), O1CCOCC1 (1,4-dioxan). Conditions: time 16 hour. Yields the product Cl.Cl.ClC1=CC=C(CNC(=N)NCCCN2CCCC2)C=C1 (N-(4-Chlorobenzyl)-N′-(3-pyrrolidin-1-yl-propyl)-guanidine bis-hydrochloride). The yield is 95.0%. RXN SMILES: C(OC([NH:8][C:9]([N:19](C(OC(C)(C)C)=O)[CH2:20][C:21]1[CH:26]=[CH:25][C:24]([Cl:27])=[CH:23][CH:22]=1)=[N:10][CH2:11][CH2:12][CH2:13][N:14]1[CH2:18][CH2:17][CH2:16][CH2:15]1)=O)(C)(C)C.[ClH:35]>O1CCOCC1>[ClH:27].[ClH:35].[Cl:27][C:24]1[CH:23]=[CH:22][C:21]([CH2:20][NH:19][C:9]([NH:10][CH2:11][CH2:12][CH2:13][N:14]2[CH2:15][CH2:16][CH2:17][CH2:18]2)=[NH:8])=[CH:26][CH:25]=1 |f:3.4.5|. Procedure: A solution of the product of step b (1.14 g, 2.00 mmol) in 1,4-dioxan (5 ml) was treated with hydrogen chloride in 1,4-dioxan (15 ml) and the reaction mixture stirred at ambient temperature for 16 h. The solvent was evaporated at reduced pressure. The residue was evaporated from DCM (30 ml) to give the title compound (700 mg, 95%). 1H NMR (DMSO-d6) 10.97 (1H, br s), 8.29 (1H, br s), 8.07 (1H, t, 6), 7.69 (2H, br s), 7.40 (2H, d, 8.4), 7.30 (2H, d, 8.4), 4.37 (2H, s), 3.48-3.45 (2H, m), 3.24-3.20... Reactants: C1CC(=O)N(C1=O)Br (NBS), C(C1=CC=CC=C1)(=O)OOC(C1=CC=CC=C1)=O (benzoyl peroxide), CC1=NC=C(C(=O)OC)C=C1 (methyl 6-methylnicotinate). Run in C(Cl)(Cl)(Cl)Cl (CCl4). Yields the product BrCC1=NC=C(C(=O)OC)C=C1 (Methyl 6-(bromomethyl)nicotinate). As a reaction SMILES: [CH3:1][C:2]1[CH:11]=[CH:10][C:5]([C:6]([O:8][CH3:9])=[O:7])=[CH:4][N:3]=1.C1C(=O)N([Br:19])C(=O)C1.C(OOC(=O)C1C=CC=CC=1)(=O)C1C=CC=CC=1>C(Cl)(Cl)(Cl)Cl>[Br:19][CH2:1][C:2]1[CH:11]=[CH:10][C:5]([C:6]([O:8][CH3:9])=[O:7])=[CH:4][N:3]=1. Procedure details: A mixture of methyl 6-methylnicotinate (2.00 g, 13.2 mmol) and CCl4 (88.2 mL) was treated with NBS (2.57 g, 14.5 μmmol) and benzoyl peroxide (320 mg, 1.32 mmol) and heated to a refluxing temperature overnight. The resulting brown suspension was concentrated and purified by MPLC (10-40% EtOAc in heptane to afford the requisite product as a yellow solid. 1H NMR (DMSO-d6, 600 MHz) δ 9.01 (dd, J=2.4, 0.8 Hz, 1H), 8.28 (dd, J=7.9, 2.1 Hz, 1H), 7.68 (dd, J=8.2, 0.9 Hz, 1H), 4.74 (s, 3H), 3.84 (s, 3H). The reactants are Cc1cccc(C(=O)O)c1C, NCC1CC2CC2N1C(=O)c1nc(N)sc1-c1cccc(F)c1. Product: Cc1cccc(C(=O)NCC2CC3CC3N2C(=O)c2nc(N)sc2-c2cccc(F)c2)c1C. As a reaction SMILES: [CH3:24][c:25]1[c:26]([C:27](=[O:28])[OH:29])[cH:30][cH:31][cH:32][c:33]1[CH3:34].[NH2:1][c:2]1[s:3][c:4](-[c:17]2[cH:18][c:19]([F:23])[cH:20][cH:21][cH:22]2)[c:5]([C:7](=[O:8])[N:9]2[CH:10]3[CH2:11][CH:12]3[CH2:13][CH:14]2[CH2:15][NH2:16])[n:6]1>>[NH2:1][c:2]1[s:3][c:4](-[c:17]2[cH:18][c:19]([F:23])[cH:20][cH:21][cH:22]2)[c:5]([C:7](=[O:8])[N:9]2[CH:10]3[CH2:11][CH:12]3[CH2:13][CH:14]2[CH2:15][NH:16][C:27]([c:26]2[c:25]([CH3:24])[c:33]([CH3:34])[cH:32][cH:31][cH:30]2)=[O:28])[n:6]1. The reactants are ClC1=C(C(=CC(=C1)Cl)Cl)C1=CC=CC=2CC(OC21)CO ((±)-[7-(2,4,6-trichlorophenyl)-2,3-dihydro-1-benzofuran-2-yl]methanol), C1(=CC=C(C=C1)S(=O)(=O)Cl)C (p-toluenesulfonyl chloride), Intermediate 10. Yields the product CC1=CC=C(C=C1)S(=O)(=O)OCC1OC2=C(C1)C=CC=C2C2=C(C=CC=C2Cl)Cl ((±)-[7-(2,6-dichlorophenyl)-2,3-dihydro-1-benzofuran-2-yl]methyl 4-methylbenzenesulfonate). The yield is 74.2%. RXN SMILES: [Cl:1][C:2]1[CH:7]=[C:6](Cl)[CH:5]=[C:4]([Cl:9])[C:3]=1[C:10]1[C:18]2[O:17][CH:16]([CH2:19][OH:20])[CH2:15][C:14]=2[CH:13]=[CH:12][CH:11]=1.[C:21]1([CH3:31])[CH:26]=[CH:25][C:24]([S:27](Cl)(=[O:29])=[O:28])=[CH:23][CH:22]=1>>[CH3:31][C:21]1[CH:26]=[CH:25][C:24]([S:27]([O:20][CH2:19][CH:16]2[CH2:15][C:14]3[CH:13]=[CH:12][CH:11]=[C:10]([C:3]4[C:2]([Cl:1])=[CH:7][CH:6]=[CH:5][C:4]=4[Cl:9])[C:18]=3[O:17]2)(=[O:29])=[O:28])=[CH:23][CH:22]=1. Procedure details: Treatment of 2,4,6-trichlorobromobenzene (14.5 g, 55.69 mmol) with 2-methoxybenzeneboronic acid (12.69 g, 83.54 mol), dichlorobis(tri-o-tolylphosphine)-palladium(II) (0.656 g, 0.835 mmol), and potassium carbonate (19.21 g, 139.22 mmol) generally according to the procedure described for Intermediate 37 provided 9.8 g (61%) of 2′ 4′,6′-trichloro-1,1′-biphenyl-2-yl methyl ether. To a solution of 2′4′,6′-trichloro-1,1′-biphenyl-2-yl methyl ether (9.8 g, 34.08 mmol) in dichloromethane (100 mL) cooled...